From a dataset of the Open Reaction Database (ORD), a public repository of structured organic reaction records. describe an organic reaction: reactants, conditions, products, and yield Starting materials: B(Cl)(Cl)Cl (boron trichloride), ClC=1C=C(C=C(C1OC1=CC(=C(C=C1)OC)C=O)Cl)N1N=CC(NC1=O)=O (2-[3,5-dichloro-4-(3-formyl-4-methoxy-phenoxy)-phenyl]-2H-[1,2,4]triazine-3,5-dione), C(C)(=O)OCC (ethyl acetate). Solvent: ClCCl (dichloromethane), ClCCl (dichloromethane). Run at temperature 0 celsius, time 5 hour. The product is ClC=1C=C(C=C(C1OC1=CC(=C(C=C1)O)C=O)Cl)N1N=CC(NC1=O)=O (2-[3,5-Dichloro-4-(3-formyl-4-hydroxy-phenoxy)-phenyl]-2H-[1,2,4]triazine-3,5-dione). As a reaction SMILES: [Cl:1][C:2]1[CH:3]=[C:4]([N:20]2[C:25](=[O:26])[NH:24][C:23](=[O:27])[CH:22]=[N:21]2)[CH:5]=[C:6]([Cl:19])[C:7]=1[O:8][C:9]1[CH:14]=[CH:13][C:12]([O:15]C)=[C:11]([CH:17]=[O:18])[CH:10]=1.B(Cl)(Cl)Cl.C(OCC)(=O)C>ClCCl>[Cl:1][C:2]1[CH:3]=[C:4]([N:20]2[C:25](=[O:26])[NH:24][C:23](=[O:27])[CH:22]=[N:21]2)[CH:5]=[C:6]([Cl:19])[C:7]=1[O:8][C:9]1[CH:14]=[CH:13][C:12]([OH:15])=[C:11]([CH:17]=[O:18])[CH:10]=1. Procedure: To a cooled (0° C.), stirred solution of 2-[3,5-dichloro-4-(3-formyl-4-methoxy-phenoxy)-phenyl]-2H-[1,2,4]triazine-3,5-dione (0.4 g) in dichloromethane (10 mL) was added 1M boron trichloride in dichloromethane (4 mL). The resulting orange slurry was stirred at ambient temperature for 5 h, ice added and the reaction stirred an additional 1 h. The two phase solution was diluted into ethyl acetate and washed with water, brine, dried (Na2SO4), concentrated in vacuo to afford the title compound of St... Starting materials: 2-R-5-(thiazol-2-ylamino)phenol, BrC=1SC=CN1 (2-bromothiazole), NC=1C=C(C=CC1)O (3-aminophenol), Cl (HCl). Run in CCO (EtOH). Run at temperature 90 celsius, time 24 hour. Product: S1C(=NC=C1)NC=1C=C(C=CC1)O (3-(Thiazol-2-ylamino)phenol). The yield is 80.0%. Reaction SMILES: Br[C:2]1[S:3][CH:4]=[CH:5][N:6]=1.[NH2:7][C:8]1[CH:9]=[C:10]([OH:14])[CH:11]=[CH:12][CH:13]=1.Cl>CCO>[S:3]1[CH:4]=[CH:5][N:6]=[C:2]1[NH:7][C:8]1[CH:9]=[C:10]([OH:14])[CH:11]=[CH:12][CH:13]=1. Procedure details: Following the general procedure for the synthesis of 2-R-5-(thiazol-2-ylamino)phenol, 2-bromothiazole (3.3 mL, 36.6 mmol), 3-aminophenol (3.1 mL, 18.3 mmol) and 37% HCl solution (3.1 mL, 36.6 mmol) in 10% aqueous EtOH solution (30 mL) was stirred at 90° C. for 24 h. The title compound was obtained after purification by flash chromatography on silica gel (hexane:EtOAc 6/4) in 80% yield (2.98 g).